From a dataset of the Open Reaction Database (ORD), a public repository of structured organic reaction records. describe an organic reaction: reactants, conditions, products, and yield Starting materials: ClCCl, CNC1CCCCC1N1CCCC1, [Cl-], O=C(O)COc1ccc(Cl)cc1. Product: CN(C(=O)COc1ccc(Cl)cc1)C1CCCCC1N1CCCC1. As a reaction SMILES: [CH2:27]([Cl:28])[Cl:29].[CH3:1][NH:2][CH:3]1[CH:4]([N:9]2[CH2:10][CH2:11][CH2:12][CH2:13]2)[CH2:5][CH2:6][CH2:7][CH2:8]1.[Cl-:14].[Cl:15][c:16]1[cH:17][cH:18][c:19]([O:20][CH2:21][C:22](=[O:23])[OH:24])[cH:25][cH:26]1>>[CH3:1][N:2]([CH:3]1[CH:4]([N:9]2[CH2:10][CH2:11][CH2:12][CH2:13]2)[CH2:5][CH2:6][CH2:7][CH2:8]1)[C:22]([CH2:21][O:20][c:19]1[cH:18][cH:17][c:16]([Cl:15])[cH:26][cH:25]1)=[O:24]. Starting materials: OC1=CC=C(C=C1)C1=C(COC2=CC(=CC=C12)OC)C1=CC=CC=C1 (4-(4-Hydroxyphenyl)-7-methoxy-3-phenyl-3-chromene). As a reaction SMILES: [OH:1][C:2]1[CH:7]=[CH:6][C:5]([C:8]2[C:17]3[C:12](=[CH:13][C:14]([O:18][CH3:19])=[CH:15][CH:16]=3)[O:11][CH2:10][C:9]=2[C:20]2[CH:25]=[CH:24][CH:23]=[CH:22][CH:21]=2)=[CH:4][CH:3]=1>C(O)C.[Pd]>[OH:1][C:2]1[CH:3]=[CH:4][C:5]([C@H:8]2[C:17]3[C:12](=[CH:13][C:14]([O:18][CH3:19])=[CH:15][CH:16]=3)[O:11][CH2:10][C@H:9]2[C:20]2[CH:21]=[CH:22][CH:23]=[CH:24][CH:25]=2)=[CH:6][CH:7]=1. Reaction conditions: time 8 hour. Yields the product OC1=CC=C(C=C1)[C@@H]1[C@@H](COC2=CC(=CC=C12)OC)C1=CC=CC=C1 (cis-4-(4-Hydroxyphenyl)-7-methoxy-3-phenylchromane). Solvent: C(C)O (ethanol). The reagents and catalysts are [Pd] (Palladium on carbon). Procedure details: 4-(4-Hydroxyphenyl)-7-methoxy-3-phenyl-3-chromene (77.7 g) was dissolved in ethanol (1500 ml) at 50° C. Palladium on carbon, 10%, 50% wet (6 g) was added to the solution and the mixture was hydrogenated at 55° C. and 1 atmosphere for 8 hours. The reactants are Br, Br, CCN(C(C)C)C(C)C, C1CCOC1, Cc1cccc(C)c1N=C=S, Nc1cscc1N. The product is Cc1cccc(C)c1NC(=S)Nc1cscc1N. RXN SMILES: [BrH:10].[BrH:11].[CH2:1]([N:2]([CH:3]([CH3:4])[CH3:5])[CH:6]([CH3:7])[CH3:8])[CH3:9].[CH2:30]1[O:31][CH2:32][CH2:33][CH2:34]1.[CH3:19][c:20]1[c:21]([N:27]=[C:28]=[S:29])[c:22]([CH3:26])[cH:23][cH:24][cH:25]1.[NH2:12][c:13]1[cH:14][s:15][cH:16][c:17]1[NH2:18]>>[NH2:12][c:13]1[cH:14][s:15][cH:16][c:17]1[NH:18][C:28]([NH:27][c:21]1[c:20]([CH3:19])[cH:25][cH:24][cH:23][c:22]1[CH3:26])=[S:29]. Reactants: CCO, CCCc1ccc2c(Cl)ccnc2n1, Nc1cc(COc2ccccc2)ccc1Sc1ccc(O)cc1. Product: CCCc1ccc2c(Nc3cc(COc4ccccc4)ccc3Sc3ccc(O)cc3)ccnc2n1. Reaction SMILES: [CH3:15][CH2:16][OH:17].[Cl:1][c:2]1[c:3]2[cH:4][cH:5][c:6]([CH2:12][CH2:13][CH3:14])[n:7][c:8]2[n:9][cH:10][cH:11]1.[NH2:18][c:19]1[c:20]([S:33][c:34]2[cH:35][cH:36][c:37]([OH:40])[cH:38][cH:39]2)[cH:21][cH:22][c:23]([CH2:25][O:26][c:27]2[cH:28][cH:29][cH:30][cH:31][cH:32]2)[cH:24]1>>[c:2]1([NH:18][c:19]2[c:20]([S:33][c:34]3[cH:35][cH:36][c:37]([OH:40])[cH:38][cH:39]3)[cH:21][cH:22][c:23]([CH2:25][O:26][c:27]3[cH:28][cH:29][cH:30][cH:31][cH:32]3)[cH:24]2)[c:3]2[cH:4][cH:5][c:6]([CH2:12][CH2:13][CH3:14])[n:7][c:8]2[n:9][cH:10][cH:11]1.